Task: describe an organic reaction: reactants, conditions, products, and yield. Dataset: the Open Reaction Database (ORD), a public repository of structured organic reaction records Reaction SMILES: [CH3:1][O:2][C:3]1[CH:4]=[C:5]2[O:9][CH:8]([CH3:10])[CH2:7][C:6]2=[C:11]([NH2:13])[CH:12]=1.[C:14](Cl)(=[O:17])[CH2:15][CH3:16]>C(OCC)C>[CH3:1][O:2][C:3]1[CH:12]=[C:11]([NH:13][C:14](=[O:17])[CH2:15][CH3:16])[C:6]2[CH2:7][CH:8]([CH3:10])[O:9][C:5]=2[CH:4]=1. Yields the product COC1=CC2=C(CC(O2)C)C(=C1)NC(CC)=O (N-(2,3-dihydro-6-methoxy-2-methyl-4-benzofuranyl)propanamide). Run in C(C)OCC (ethyl ether). The reactants are COC=1C=C2C(CC(O2)C)=C(C1)N (2,3-dihydro-6-methoxy-2-methyl-4-benzofuranamine), C(CC)(=O)Cl (propionyl chloride). Procedure details: The compound of the title is prepared according to the procedure described in Example 10 by reacting the starting 2,3-dihydro-6-methoxy-2-methyl-4-benzofuranamine with propionyl chloride instead of ethylchlorocarbonate. M.p. 101°-02° C. (from ethyl ether). Yield 44 grams (75 percent of theoretical).